Dataset: the Open Reaction Database (ORD), a public repository of structured organic reaction records. Task: describe an organic reaction: reactants, conditions, products, and yield Starting materials: O[C@H]1CC[C@H](CC1)CC(=O)NC=1SC2=C(N1)C(=CC=C2N2CCOCC2)OC ((cis)-2-(4-Hydroxy-cyclohexyl)-N-(4-methoxy-7-morpholin-4-yl-benzothiazol-2-yl)-acetamide), COC1=CC=C(C2=C1N=C(S2)N)N2CCOCC2 (4-methoxy-7-morpholin-4-yl-benzothiazol-2-ylamine), ClC(=O)C[C@@H]1CC[C@H](CC1)OC(C)=O ((trans)-acetic acid 4-chlorocarbonylmethyl-cyclohexyl ester). Reaction SMILES: COC1C2N=C(N)SC=2C(N2CCOCC2)=CC=1.ClC(C[C@H]1CC[C@H](OC(=O)C)CC1)=O.[OH:33][C@@H:34]1[CH2:39][CH2:38][C@H:37]([CH2:40][C:41]([NH:43][C:44]2[S:45][C:46]3[C:52]([N:53]4[CH2:58][CH2:57][O:56][CH2:55][CH2:54]4)=[CH:51][CH:50]=[C:49]([O:59][CH3:60])[C:47]=3[N:48]=2)=[O:42])[CH2:36][CH2:35]1>>[OH:33][C@H:34]1[CH2:35][CH2:36][C@H:37]([CH2:40][C:41]([NH:43][C:44]2[S:45][C:46]3[C:52]([N:53]4[CH2:58][CH2:57][O:56][CH2:55][CH2:54]4)=[CH:51][CH:50]=[C:49]([O:59][CH3:60])[C:47]=3[N:48]=2)=[O:42])[CH2:38][CH2:39]1. Procedure details: Using 4-methoxy-7-morpholin-4-yl-benzothiazol-2-ylamine and (trans)-acetic acid 4-chlorocarbonylmethyl-cyclohexyl ester, the title compound was synthesized in exact the same manner as described for (cis)-2-(4-Hydroxy-cyclohexyl)-N-(4-methoxy-7-morpholin-4-yl-benzothiazol-2-yl)-acetamide and obtained as light yellow crystals (51% yield). MS: m/e=406(M+H+), mp 190-192° C. Isolated yield 51.0%. The product is O[C@@H]1CC[C@H](CC1)CC(=O)NC=1SC2=C(N1)C(=CC=C2N2CCOCC2)OC ((trans)-2-(4-Hydroxy-cyclohexyl)-N-(4-methoxy-7-morpholin-4-yl-benzothiazol-2-yl)-acetamide), crystals. Starting materials: ClC(Cl)(Cl)Cl, CCCCCC, O=C1CCC(=O)N1Cl, C=C(C)c1cc(Cl)ccn1. Product: C=C(CCl)c1cc(Cl)ccn1. RXN SMILES: [C:19]([Cl:20])([Cl:21])([Cl:22])[Cl:23].[CH3:24][CH2:25][CH2:26][CH2:27][CH2:28][CH3:29].[Cl:11][N:12]1[C:13](=[O:14])[CH2:15][CH2:16][C:17]1=[O:18].[Cl:1][c:2]1[cH:3][c:4]([C:8](=[CH2:9])[CH3:10])[n:5][cH:6][cH:7]1>>[Cl:1][c:2]1[cH:3][c:4]([C:8](=[CH2:9])[CH2:10][Cl:11])[n:5][cH:6][cH:7]1. The reactants are C=CCC1(C)CC(c2cccc(Cl)c2)C(c2ccc(Cl)cc2)N(C(CC)CNS(=O)(=O)CCCCl)C1=O, C1CCC2=NCCCN2CC1, CN(C)C=O. The product is C=CCC1(C)CC(c2cccc(Cl)c2)C(c2ccc(Cl)cc2)N(C(CC)CN2CCCS2(=O)=O)C1=O. Reaction SMILES: [CH2:1]([CH:2]=[CH2:3])[C:4]1([CH3:37])[C:5](=[O:36])[N:6]([CH:24]([CH2:25][NH:26][S:27](=[O:28])(=[O:29])[CH2:30][CH2:31][CH2:32][Cl:33])[CH2:34][CH3:35])[CH:7]([c:17]2[cH:18][cH:19][c:20]([Cl:23])[cH:21][cH:22]2)[CH:8]([c:10]2[cH:11][c:12]([Cl:16])[cH:13][cH:14][cH:15]2)[CH2:9]1.[CH2:38]1[CH2:39][CH2:40][C:41]2=[N:46][CH2:45][CH2:44][CH2:43][N:42]2[CH2:47][CH2:48]1.[O:49]=[CH:50][N:51]([CH3:52])[CH3:53]>>[CH2:1]([CH:2]=[CH2:3])[C:4]1([CH3:37])[C:5](=[O:36])[N:6]([CH:24]([CH2:25][N:26]2[S:27](=[O:28])(=[O:29])[CH2:30][CH2:31][CH2:32]2)[CH2:34][CH3:35])[CH:7]([c:17]2[cH:18][cH:19][c:20]([Cl:23])[cH:21][cH:22]2)[CH:8]([c:10]2[cH:11][c:12]([Cl:16])[cH:13][cH:14][cH:15]2)[CH2:9]1. Reactants: CC1=C(N=C(O1)C1=CC=CC=C1)CCCC#C[Si](C)(C)C (5-Methyl-2-phenyl-4-(5-trimethylsilanyl-pent-4-ynyl)-oxazole), [OH-].[K+] (KOH). Run in CO (methanol). Reaction conditions: time 12 hour. The product is CC1=C(N=C(O1)C1=CC=CC=C1)CCCC#C (5-Methyl-4-pent-4-ynyl-2-phenyl-oxazole). As a reaction SMILES: [CH3:1][C:2]1[O:6][C:5]([C:7]2[CH:12]=[CH:11][CH:10]=[CH:9][CH:8]=2)=[N:4][C:3]=1[CH2:13][CH2:14][CH2:15][C:16]#[C:17][Si](C)(C)C.[OH-].[K+]>CO>[CH3:1][C:2]1[O:6][C:5]([C:7]2[CH:8]=[CH:9][CH:10]=[CH:11][CH:12]=2)=[N:4][C:3]=1[CH2:13][CH2:14][CH2:15][C:16]#[CH:17] |f:1.2|. Procedure: Alkyne 1-6 (1.9 g, 6.3 mmol) was dissolved in methanol (100 mL) at 23° C. under N2 atmosphere. An aqueous solution of 10% KOH (10 mL) was then added and the reaction stirred for 12 hours. Solvent removed in vacuo and residue partitioned between ethyl acetate (200 mL) and water (200 mL). The organic layer was washed with water, brine and dried over MgSO4. The crude product 1-7 was used in the following step without further purification. Reactants: CCO, [Cl-], COc1cc2nccc(Oc3ccc([N+](=O)[O-])cc3F)c2cc1C(=O)OC(C)(C)C, [Fe], [NH4+], O. Yields the product COc1cc2nccc(Oc3ccc(N)cc3F)c2cc1C(=O)OC(C)(C)C. RXN SMILES: [CH2:33]([OH:34])[CH3:35].[Cl-:31].[F:1][c:2]1[c:3]([O:4][c:5]2[cH:6][cH:7][n:8][c:9]3[cH:10][c:11]([O:22][CH3:23])[c:12]([C:15](=[O:16])[O:17][C:18]([CH3:19])([CH3:20])[CH3:21])[cH:13][c:14]23)[cH:24][cH:25][c:26]([N+:28]([O-:29])=[O:30])[cH:27]1.[Fe:37].[NH4+:32].[OH2:36]>>[F:1][c:2]1[c:3]([O:4][c:5]2[cH:6][cH:7][n:8][c:9]3[cH:10][c:11]([O:22][CH3:23])[c:12]([C:15](=[O:16])[O:17][C:18]([CH3:19])([CH3:20])[CH3:21])[cH:13][c:14]23)[cH:24][cH:25][c:26]([NH2:28])[cH:27]1. Reactants: C(=O)(C(F)(F)F)O (TFA), CC(C)(C)OC(=O)N(C(=O)OC(C)(C)C)C=1NC(=C(N1)Br)C(=O)NCC1=C(C(=C(C=C1)Cl)OC1=CC(=CC(=C1)C#N)Cl)F (bis(1,1-dimethylethyl)(4-bromo-5-{[({4-chloro-3-[(3-chloro-5-cyanophenyl)oxy]-2-fluorophenyl}methyl)amino]carbonyl}-1H-imidazol-2-yl)imidodicarbonate), C([O-])(O)=O.[Na+] (sodium bicarbonate). The solvent is ClCCl (dichloromethane). Run at time 8 hour. Yields the product NC=1NC(=C(N1)Br)C(=O)NCC1=C(C(=C(C=C1)Cl)OC1=CC(=CC(=C1)C#N)Cl)F (2-amino-4-bromo-N-({4-chloro-3-[(3-chloro-5-cyanophenyl)oxy]-2-fluorophenyl}methyl)-1H-imidazole-5-carboxamide). The yield is 8.8%. As a reaction SMILES: C(O)(C(F)(F)F)=O.CC(OC([N:15]([C:23]1[NH:24][C:25]([C:29]([NH:31][CH2:32][C:33]2[CH:38]=[CH:37][C:36]([Cl:39])=[C:35]([O:40][C:41]3[CH:46]=[C:45]([C:47]#[N:48])[CH:44]=[C:43]([Cl:49])[CH:42]=3)[C:34]=2[F:50])=[O:30])=[C:26]([Br:28])[N:27]=1)C(OC(C)(C)C)=O)=O)(C)C.C(=O)(O)[O-].[Na+]>ClCCl>[NH2:15][C:23]1[NH:24][C:25]([C:29]([NH:31][CH2:32][C:33]2[CH:38]=[CH:37][C:36]([Cl:39])=[C:35]([O:40][C:41]3[CH:46]=[C:45]([C:47]#[N:48])[CH:44]=[C:43]([Cl:49])[CH:42]=3)[C:34]=2[F:50])=[O:30])=[C:26]([Br:28])[N:27]=1 |f:2.3|. Reported procedure: TFA (2 ml, 26.0 mmol) was added to a solution of bis(1,1-dimethylethyl)(4-bromo-5-{[({4-chloro-3-[(3-chloro-5-cyanophenyl)oxy]-2-fluorophenyl}methyl)amino]carbonyl}-1H-imidazol-2-yl)imidodicarbonate (1.130 g, 1.616 mmol) in dichloromethane (10 mL). The mixture was stirred at RT overnight. The reaction mixture was stirred with saturated aqueous sodium bicarbonate for 1 hr and the resulting solid was isolated by filtration. A portion (0.100 g) was recrystallized from ethanol to give the title comp... Reactants: C#Cc1ccc2c(c1)c(C)c(C(=O)OCC)n2CCN1CCCC1, C1CCNCC1, C1CCOC1, Clc1ccc(-c2ccc(I)nc2)cc1, [Cu]I, O, Cl[Pd]Cl, c1ccc(P(c2ccccc2)c2ccccc2)cc1, c1ccc(P(c2ccccc2)c2ccccc2)cc1. Yields the product CCOC(=O)c1c(C)c2cc(C#Cc3ccc(-c4ccc(Cl)cc4)cn3)ccc2n1CCN1CCCC1. As a reaction SMILES: [C:1](#[CH:2])[c:3]1[cH:4][c:5]2[c:6]([CH3:24])[c:7]([C:19](=[O:20])[O:21][CH2:22][CH3:23])[n:8]([CH2:12][CH2:13][N:14]3[CH2:15][CH2:16][CH2:17][CH2:18]3)[c:9]2[cH:10][cH:11]1.[CH2:39]1[CH2:40][CH2:41][NH:42][CH2:43][CH2:44]1.[CH2:45]1[O:46][CH2:47][CH2:48][CH2:49]1.[Cl:25][c:26]1[cH:27][cH:28][c:29](-[c:32]2[cH:33][cH:34][c:35]([I:38])[n:36][cH:37]2)[cH:30][cH:31]1.[Cu:92][I:93].[OH2:50].[Pd:51]([Cl:52])[Cl:53].[c:54]1([P:55]([c:56]2[cH:57][cH:58][cH:59][cH:60][cH:61]2)[c:62]2[cH:63][cH:64][cH:65][cH:66][cH:67]2)[cH:68][cH:69][cH:70][cH:71][cH:72]1.[c:73]1([P:74]([c:75]2[cH:76][cH:77][cH:78][cH:79][cH:80]2)[c:81]2[cH:82][cH:83][cH:84][cH:85][cH:86]2)[cH:87][cH:88][cH:89][cH:90][cH:91]1>>[C:1](#[C:2][c:35]1[cH:34][cH:33][c:32](-[c:29]2[cH:28][cH:27][c:26]([Cl:25])[cH:31][cH:30]2)[cH:37][n:36]1)[c:3]1[cH:4][c:5]2[c:6]([CH3:24])[c:7]([C:19](=[O:20])[O:21][CH2:22][CH3:23])[n:8]([CH2:12][CH2:13][N:14]3[CH2:15][CH2:16][CH2:17][CH2:18]3)[c:9]2[cH:10][cH:11]1. Solvent: C(Cl)Cl (CH2Cl2). Reaction SMILES: [N:1]1([C:7]2[O:8][C:9]3[CH:17]=[CH:16][CH:15]=[CH:14][C:10]=3[C:11](=[O:13])[CH:12]=2)[CH2:6][CH2:5][O:4][CH2:3][CH2:2]1.[Cl:18]OC(C)(C)C>C(Cl)Cl>[Cl:18][C:12]1[C:11](=[O:13])[C:10]2[CH:14]=[CH:15][CH:16]=[CH:17][C:9]=2[O:8][C:7]=1[N:1]1[CH2:2][CH2:3][O:4][CH2:5][CH2:6]1. Yield: 87.5%. Reactants: N1(CCOCC1)C=1OC2=C(C(C1)=O)C=CC=C2 (2-(4-Morpholinyl)-4H-benzopyran-4-one), ClOC(C)(C)C (t-Butyl hypochlorite). Yields the product ClC1=C(OC2=C(C1=O)C=CC=C2)N2CCOCC2 (3-Chloro-2-(4-morpholinyl)-4H-1-benzopyran-4-one). Reported procedure: 2-(4-Morpholinyl)-4H-benzopyran-4-one (2.0 g, 8.0 mmol) is dissolved in CH2Cl2 (20 mL). t-Butyl hypochlorite (1.0 mL, 8.5 mmol) is added dropwise at 23° C. The reaction mixture is warmed slightly and is finished almost instantaneously. The solvent is removed in vacuo and the residue is taken up in EtOAc (200 mL). The organic layer is washed with water (2×50 mL) and brine (80 mL), then dried (MgSO4). The solution is concentrated in vacuo giving colorless crystals which are recrystallized from EtO...